This data is from the Open Reaction Database (ORD), a public repository of structured organic reaction records. The task is: describe an organic reaction: reactants, conditions, products, and yield Starting materials: C1CCOC1, C[Si](C)(C)[N-][Si](C)(C)C, O=C(O)Cc1cccc(F)c1F, [Li+], CCOC(=O)c1n[nH]c2ncccc12, CC(C)OC(=O)c1n[nH]c2ncccc12. The product is O=C(Cc1cccc(F)c1F)c1n[nH]c2ncccc12. As a reaction SMILES: [CH2:52]1[O:53][CH2:54][CH2:55][CH2:56]1.[CH3:13][Si:14]([N-:15][Si:16]([CH3:17])([CH3:18])[CH3:19])([CH3:20])[CH3:21].[F:1][c:2]1[c:3]([CH2:9][C:10](=[O:11])[OH:12])[cH:4][cH:5][cH:6][c:7]1[F:8].[Li+:22].[nH:23]1[n:24][c:25]([C:32]([O:33][CH2:34][CH3:35])=[O:36])[c:26]2[c:27]1[n:28][cH:29][cH:30][cH:31]2.[nH:37]1[c:38]2[n:39][cH:40][cH:41][cH:42][c:43]2[c:44]([C:45]([O:46][CH:47]([CH3:48])[CH3:49])=[O:50])[n:51]1>>[F:1][c:2]1[c:3]([CH2:9][C:10](=[O:12])[c:25]2[n:24][nH:23][c:27]3[c:26]2[cH:31][cH:30][cH:29][n:28]3)[cH:4][cH:5][cH:6][c:7]1[F:8]. The reactants are O=C([O-])[O-], COC(=O)c1ccc(OCCCBr)cc1NC(=O)c1cc(C(F)(F)F)cc(C(F)(F)F)c1, CC(C)=O, [Cs+], [Cs+], ON=Cc1ccc(-c2ccccc2)cc1. Yields the product COC(=O)c1ccc(OCCCON=Cc2ccc(-c3ccccc3)cc2)cc1NC(=O)c1cc(C(F)(F)F)cc(C(F)(F)F)c1. As a reaction SMILES: [C:48](=[O:49])([O-:50])[O-:51].[CH3:1][O:2][C:3]([c:4]1[c:5]([NH:15][C:16]([c:17]2[cH:18][c:19]([C:27]([F:28])([F:29])[F:30])[cH:20][c:21]([C:23]([F:24])([F:25])[F:26])[cH:22]2)=[O:31])[cH:6][c:7]([O:10][CH2:11][CH2:12][CH2:13][Br:14])[cH:8][cH:9]1)=[O:32].[CH3:54][C:55](=[O:56])[CH3:57].[Cs+:52].[Cs+:53].[c:33]1(-[c:42]2[cH:43][cH:44][cH:45][cH:46][cH:47]2)[cH:34][cH:35][c:36]([CH:39]=[N:40][OH:41])[cH:37][cH:38]1>>[CH3:1][O:2][C:3]([c:4]1[c:5]([NH:15][C:16]([c:17]2[cH:18][c:19]([C:27]([F:28])([F:29])[F:30])[cH:20][c:21]([C:23]([F:24])([F:25])[F:26])[cH:22]2)=[O:31])[cH:6][c:7]([O:10][CH2:11][CH2:12][CH2:13][O:41][N:40]=[CH:39][c:36]2[cH:35][cH:34][c:33](-[c:42]3[cH:43][cH:44][cH:45][cH:46][cH:47]3)[cH:38][cH:37]2)[cH:8][cH:9]1)=[O:32]. Conditions: time 16 hour. The reactants are Cl (hydrochloric acid), N[C@@H](CC1=CC=CC=C1)C(=O)O (phenylalanine), [OH-].[Na+] (sodium hydroxide), C(C1=CC=CC=C1)(=O)Cl (benzoyl chloride). Procedure: To a mixture of phenylalanine (500 g, 3.03 mol), 2N aqueous sodium hydroxide solution (4 L) and ether (500 mL) was added dropwise benzoyl chloride (455 mL, 3.93 mol) under ice-cooling over about 55 min. The resulting mixture was stirred at room temperature for 16 h, cooled with ice and acidified with conc. hydrochloric acid to pH 2. The precipitated crystals were extracted with ethyl acetate. The obtained extracts were combined and washed with water, dried over anhydrous sodium sulfate and conce... Run in CCOCC (ether). Product: C(C1=CC=CC=C1)(=O)N[C@@H](CC1=CC=CC=C1)C(=O)O (N-benzoylphenylalanine). Reaction SMILES: [NH2:1][C@H:2]([C:10]([OH:12])=[O:11])[CH2:3][C:4]1[CH:9]=[CH:8][CH:7]=[CH:6][CH:5]=1.[OH-].[Na+].[C:15](Cl)(=[O:22])[C:16]1[CH:21]=[CH:20][CH:19]=[CH:18][CH:17]=1.Cl>CCOCC>[C:15]([NH:1][C@H:2]([C:10]([OH:12])=[O:11])[CH2:3][C:4]1[CH:9]=[CH:8][CH:7]=[CH:6][CH:5]=1)(=[O:22])[C:16]1[CH:21]=[CH:20][CH:19]=[CH:18][CH:17]=1 |f:1.2|. The yield is 99.9%. Starting materials: CC(=O)O[BH-](OC(C)=O)OC(C)=O, OC1CC2(CCNCC2)C1, Cn1c(CC=O)nc2c(N3CCOCC3)nc(Cl)nc21, Cn1cnc2c(Cl)nc(Cl)nc21, [Na+]. Yields the product Cn1c(CCN2CCC3(CC2)CC(O)C3)nc2c(N3CCOCC3)nc(Cl)nc21. As a reaction SMILES: [C:43]([O:44][BH-:45]([O:46][C:47](=[O:48])[CH3:49])[O:50][C:51](=[O:52])[CH3:53])(=[O:54])[CH3:55].[CH2:21]1[CH:22]([OH:30])[CH2:23][C:24]12[CH2:25][CH2:26][NH:27][CH2:28][CH2:29]2.[Cl:1][c:2]1[n:3][c:4]([N:15]2[CH2:16][CH2:17][O:18][CH2:19][CH2:20]2)[c:5]2[n:6][c:7]([CH2:12][CH:13]=[O:14])[n:8]([CH3:11])[c:9]2[n:10]1.[Cl:31][c:32]1[n:33][c:34]2[c:35]([n:36][cH:37][n:38]2[CH3:39])[c:40]([Cl:41])[n:42]1.[Na+:56]>>[Cl:1][c:2]1[n:3][c:4]([N:15]2[CH2:16][CH2:17][O:18][CH2:19][CH2:20]2)[c:5]2[n:6][c:7]([CH2:12][CH2:13][N:27]3[CH2:26][CH2:25][C:24]4([CH2:21][CH:22]([OH:30])[CH2:23]4)[CH2:29][CH2:28]3)[n:8]([CH3:11])[c:9]2[n:10]1. Reactants: C(C)(C)(C)OC(NC=1N(C=C(C(C1)=O)OCC1=CC=CC=C1)C=1C=C(C=CC1)C1=CC=CC=C1)=O (tert-butyl[5-(benzyloxy)-1-(biphenyl-3-yl)-4-oxo-1,4-dihydropyridin-2-yl]carbamate). Run in C(=O)(C(F)(F)F)O.C(Cl)Cl (TFA DCM). Reaction conditions: time 1 hour. Product: NC=1N(C=C(C(C1)=O)OCC1=CC=CC=C1)C=1C=C(C=CC1)C1=CC=CC=C1 (2-amino-5-(benzyloxy)-1-(biphenyl-3-yl)pyridin-4(1H)-one), solid. RXN SMILES: C(OC(=O)[NH:7][C:8]1[N:9]([C:23]2[CH:24]=[C:25]([C:29]3[CH:34]=[CH:33][CH:32]=[CH:31][CH:30]=3)[CH:26]=[CH:27][CH:28]=2)[CH:10]=[C:11]([O:15][CH2:16][C:17]2[CH:22]=[CH:21][CH:20]=[CH:19][CH:18]=2)[C:12](=[O:14])[CH:13]=1)(C)(C)C>C(O)(C(F)(F)F)=O.C(Cl)Cl>[NH2:7][C:8]1[N:9]([C:23]2[CH:24]=[C:25]([C:29]3[CH:34]=[CH:33][CH:32]=[CH:31][CH:30]=3)[CH:26]=[CH:27][CH:28]=2)[CH:10]=[C:11]([O:15][CH2:16][C:17]2[CH:18]=[CH:19][CH:20]=[CH:21][CH:22]=2)[C:12](=[O:14])[CH:13]=1 |f:1.2|. Procedure details: To tert-butyl[5-(benzyloxy)-1-(biphenyl-3-yl)-4-oxo-1,4-dihydropyridin-2-yl]carbamate (4.68 g, 10 mmol) was added TFA-DCM (1:1, 60 mL), and the resulting solution was stirred for 1 h at rt. The solution was then concentrated and treated with saturated aq. NaHCO3-EtOAc. The organic layer was separated, washed with brine, dried (Na2SO4), filtered, and concentrated to give 2-amino-5-(benzyloxy)-1-(biphenyl-3-yl)pyridin-4(1H)-one as a slightly yellow solid 1H NMR (500 MHz, DMSO): ä 7.82 (ddd, J=7.8,... The reactants are N (ammonia), COCCC(C1=CC(=CC=C1)[N+](=O)[O-])NC1=NC=NC2=C(C=CC=C12)C(=O)N (4-{[3-methoxy-1-(3-nitrophenyl)propyl]amino}quinazoline-8-carboxamide). Reagents/catalysts: [Pd] (palladium). Run in CO (methanol), CO (MeOH). Run at time 3 day. Product: NC=1C=C(C=CC1)C(CCOC)NC1=NC=NC2=C(C=CC=C12)C(=O)N (4-[1-(3-Amino-phenyl)-3-methoxy-propylamino]-quinazoline-8-carboxamide). RXN SMILES: N.[CH3:2][O:3][CH2:4][CH2:5][CH:6]([NH:16][C:17]1[C:26]2[C:21](=[C:22]([C:27]([NH2:29])=[O:28])[CH:23]=[CH:24][CH:25]=2)[N:20]=[CH:19][N:18]=1)[C:7]1[CH:12]=[CH:11][CH:10]=[C:9]([N+:13]([O-])=O)[CH:8]=1>CO.[Pd]>[NH2:13][C:9]1[CH:8]=[C:7]([CH:6]([NH:16][C:17]2[C:26]3[C:21](=[C:22]([C:27]([NH2:29])=[O:28])[CH:23]=[CH:24][CH:25]=3)[N:20]=[CH:19][N:18]=2)[CH2:5][CH2:4][O:3][CH3:2])[CH:12]=[CH:11][CH:10]=1. Reported procedure: To a solution of methyl 4-{([3-methoxy-1-(3-nitrophenyl)propyl]amino}quinazoline-8-carboxylate (1.74 g; 4.40 mmol) in methanol was added methanolic ammonia (7N) (30.00 ml; 7.00 M; 210.00 mmol) and stirred for 3 days. Insoluble material was removed by filtration and concentrated. The crude 4-{[3-methoxy-1-(3-nitrophenyl)propyl]amino}quinazoline-8-carboxamide (1.5 g) of was used for the next reaction without further purification. To a solution of 4-{[3-methoxy-1-(3-nitrophenyl)propyl]amino}quinazo... The reactants are COC(=O)c1ccc(C(=O)Nc2cc(-c3cccs3)ccc2NC(=O)OC(C)(C)C)cc1, C1CCOC1. Product: CC(C)(C)OC(=O)Nc1ccc(-c2cccs2)cc1NC(=O)c1ccc(CO)cc1. As a reaction SMILES: [C:1]([CH3:2])([CH3:3])([CH3:4])[O:5][C:6](=[O:7])[NH:8][c:9]1[c:10]([NH:20][C:21](=[O:22])[c:23]2[cH:24][cH:25][c:26]([C:27](=[O:28])[O:29][CH3:30])[cH:31][cH:32]2)[cH:11][c:12](-[c:15]2[s:16][cH:17][cH:18][cH:19]2)[cH:13][cH:14]1.[CH2:33]1[O:34][CH2:35][CH2:36][CH2:37]1>>[C:1]([CH3:2])([CH3:3])([CH3:4])[O:5][C:6](=[O:7])[NH:8][c:9]1[c:10]([NH:20][C:21](=[O:22])[c:23]2[cH:24][cH:25][c:26]([CH2:27][OH:28])[cH:31][cH:32]2)[cH:11][c:12](-[c:15]2[s:16][cH:17][cH:18][cH:19]2)[cH:13][cH:14]1.